This data is from the Open Reaction Database (ORD), a public repository of structured organic reaction records. The task is: describe an organic reaction: reactants, conditions, products, and yield The reactants are Clc1cc(Br)ccc1CCI, CCOC(=O)C(NC(=O)OC(C)(C)C)C(=O)OCC, CC(C)(C)[O-], CN(C)C=O, [Na+], C1CCOC1, O=C(O)CC(O)(CC(=O)O)C(=O)O. The product is CCOC(=O)C(CCc1ccc(Br)cc1Cl)(NC(=O)OC(C)(C)C)C(=O)OCC. RXN SMILES: [Br:26][c:27]1[cH:28][c:29]([Cl:36])[c:30]([CH2:33][CH2:34][I:35])[cH:31][cH:32]1.[CH2:1]([CH3:2])[O:3][C:4]([CH:5]([C:6](=[O:7])[O:8][CH2:9][CH3:10])[NH:11][C:12](=[O:13])[O:14][C:15]([CH3:16])([CH3:17])[CH3:18])=[O:19].[CH3:20][C:21]([CH3:22])([O-:23])[CH3:24].[CH3:55][N:56]([CH3:57])[CH:58]=[O:59].[Na+:25].[O:50]1[CH2:51][CH2:52][CH2:53][CH2:54]1.[OH:37][C:38]([CH2:39][C:40]([C:41](=[O:42])[OH:43])([CH2:44][C:45](=[O:46])[OH:47])[OH:48])=[O:49]>>[CH2:1]([CH3:2])[O:3][C:4]([C:5]([C:6](=[O:7])[O:8][CH2:9][CH3:10])([NH:11][C:12](=[O:13])[O:14][C:15]([CH3:16])([CH3:17])[CH3:18])[CH2:34][CH2:33][c:30]1[c:29]([Cl:36])[cH:28][c:27]([Br:26])[cH:32][cH:31]1)=[O:19]. Starting materials: NC(COC=1N=NC(=CC1)Cl)(C)C (3-(2-amino-2-methylpropoxy)-6-chloropyridazine), COCCC1=C(OCC2CO2)C=CC=C1 (1-[2-(2-methoxyethyl)phenoxy]-2,3-epoxypropane). Solvent: C(C)O (ethanol). Yields the product COCCC1=C(OCC(CNC(COC2=CC=C(N=N2)Cl)(C)C)O)C=CC=C1 (1-[2-(2-methoxyethyl)phenoxy]-3-[1,1-dimethyl-2-(3-chloro-6-pyridazinyloxy)ethylamino]-2-propanol). Isolated yield 38.7%. Reaction SMILES: [NH2:1][C:2]([CH3:13])([CH3:12])[CH2:3][O:4][C:5]1[N:6]=[N:7][C:8]([Cl:11])=[CH:9][CH:10]=1.[CH3:14][O:15][CH2:16][CH2:17][C:18]1[CH:28]=[CH:27][CH:26]=[CH:25][C:19]=1[O:20][CH2:21][CH:22]1[O:24][CH2:23]1>C(O)C>[CH3:14][O:15][CH2:16][CH2:17][C:18]1[CH:28]=[CH:27][CH:26]=[CH:25][C:19]=1[O:20][CH2:21][CH:22]([OH:24])[CH2:23][NH:1][C:2]([CH3:13])([CH3:12])[CH2:3][O:4][C:5]1[N:6]=[N:7][C:8]([Cl:11])=[CH:9][CH:10]=1. Procedure details: A mixture of 4.83 g of 3-(2-amino-2-methylpropoxy)-6-chloropyridazine obtained in Example 1(a), 5.0 g of 1-[2-(2-methoxyethyl)phenoxy]-2,3-epoxypropane and 200 ml of ethanol was refluxed for 4 hours, and the solvent was evaporated under reduced pressure. A solution of the residue in benzene was extracted with 1N hydrochloric acid. The aqueous layer was extracted with chloroform, washed successively with 5% sodium carbonate and water, and the organic layer was dried over magnesium sulfate. The so... The reactants are OC1=CC=NC=C1 (4-hydroxypyridine), BrCCCN1C(C=2C(C1=O)=CC=CC2)=O (N-(3-bromopropyl)phthalimide), C1CCC2=NCCCN2CC1 (1,8-diazabicyclo[5.4.0]-7-undecene). Solvent: CN(C)C=O (DMF). Run at time 6 hour. Product: C1(C=2C(C(N1CCCOC1=CC=NC=C1)=O)=CC=CC2)=O (4-(3-phthalimidopropyloxy)pyridine). Yield: 16.4%. RXN SMILES: [OH:1][C:2]1[CH:7]=[CH:6][N:5]=[CH:4][CH:3]=1.Br[CH2:9][CH2:10][CH2:11][N:12]1[C:16](=[O:17])[C:15]2=[CH:18][CH:19]=[CH:20][CH:21]=[C:14]2[C:13]1=[O:22].C1CCN2C(=NCCC2)CC1>CN(C=O)C>[C:13]1(=[O:22])[N:12]([CH2:11][CH2:10][CH2:9][O:1][C:2]2[CH:7]=[CH:6][N:5]=[CH:4][CH:3]=2)[C:16](=[O:17])[C:15]2=[CH:18][CH:19]=[CH:20][CH:21]=[C:14]12. Reported procedure: To a solution of 4.76 g (50 mmol) of 4-hydroxypyridine and 14.75 g (55 mmol) of N-(3-bromopropyl)phthalimide in 80 ml of DMF was added 8.23 ml (55 mmol) of 1,8-diazabicyclo[5.4.0]-7-undecene. The mixture was stirred at room temperature for 6 hours. After the solvent was distilled off, the mixture was poured into water and extracted with ethyl acetate. The mixture was washed with water and dried over anhydrous magnesium sulfate, and the solvent was distilled off. The residue was purified by colum... Reactants: CC=1NC(=C(C(C1C(=O)OC)C1=CC(=CC=C1)[N+](=O)[O-])C(=O)OCCC1=CC=C(C=C1)OCCOCC1=CC=CC=C1)C (2,6-dimethyl-3-methoxycarbonyl-4-(3-nitrophenyl)-5-(2-[4-(2-benzyloxyethoxy)phenyl]ethoxycarbonyl)-1,4-dihydropyridine). The reagents and catalysts are [Pd] (palladium on carbon). Solvent: C(C)O (ethanol). Product: CC=1NC(=C(C(C1C(=O)OC)C1=CC(=CC=C1)[N+](=O)[O-])C(=O)OCCC1=CC=C(C=C1)OCCO)C (2,6-dimethyl-3-methoxycarbonyl-4-(3-nitrophenyl)-5-(2-[4-(2-hydroxyethoxy)phenyl]ethoxycarbonyl)-1,4-dihydropyridine). RXN SMILES: [CH3:1][C:2]1[NH:3][C:4]([CH3:43])=[C:5]([C:21]([O:23][CH2:24][CH2:25][C:26]2[CH:31]=[CH:30][C:29]([O:32][CH2:33][CH2:34][O:35]CC3C=CC=CC=3)=[CH:28][CH:27]=2)=[O:22])[CH:6]([C:12]2[CH:17]=[CH:16][CH:15]=[C:14]([N+:18]([O-:20])=[O:19])[CH:13]=2)[C:7]=1[C:8]([O:10][CH3:11])=[O:9]>C(O)C.[Pd]>[CH3:1][C:2]1[NH:3][C:4]([CH3:43])=[C:5]([C:21]([O:23][CH2:24][CH2:25][C:26]2[CH:31]=[CH:30][C:29]([O:32][CH2:33][CH2:34][OH:35])=[CH:28][CH:27]=2)=[O:22])[CH:6]([C:12]2[CH:17]=[CH:16][CH:15]=[C:14]([N+:18]([O-:20])=[O:19])[CH:13]=2)[C:7]=1[C:8]([O:10][CH3:11])=[O:9]. Procedure: A solution of 6.2 g of 2,6-dimethyl-3-methoxycarbonyl-4-(3-nitrophenyl)-5-(2-[4-(2-benzyloxyethoxy)phenyl]ethoxycarbonyl)-1,4-dihydropyridine in 100 mL of ethanol with 0.5 g of 10% palladium on carbon is hydrogenated at 50 psi for 18 h. The mixture is filtered and the filtrate evaporated to afford 2,6-dimethyl-3-methoxycarbonyl-4-(3-nitrophenyl)-5-(2-[4-(2-hydroxyethoxy)phenyl]ethoxycarbonyl)-1,4-dihydropyridine. Starting materials: NC1=NC=C(C(=C1[N+](=O)[O-])N1CCN(CC1)CC(=O)NC=1SC=CN1)Cl (2-[4-(2-Amino-5-chloro-3-nitro-pyridin-4-yl)-piperazin-1-yl]-N-thiazol-2-yl-acetamide), CN(C1=CC=C(C=O)C=C1)C (4-dimethylamino-benzaldehyde), [O-]S(=O)S(=O)[O-].[Na+].[Na+] (Na2S2O4). Solvent: C(C)O (ethanol). Conditions: temperature 70 celsius. Product: ClC=1C(=C2C(=NC1)NC(=N2)C2=CC=C(C=C2)N(C)C)N2CCN(CC2)CC(=O)NC=2SC=CN2 (2-{4-[6-Chloro-2-(4-dimethylamino-phenyl)-3H-imidazo[4,5-b]pyridin-7-yl]-piperazin-1-yl}-N-thiazol-2-yl-acetamide). RXN SMILES: [NH2:1][C:2]1[C:7]([N+:8]([O-])=O)=[C:6]([N:11]2[CH2:16][CH2:15][N:14]([CH2:17][C:18]([NH:20][C:21]3[S:22][CH:23]=[CH:24][N:25]=3)=[O:19])[CH2:13][CH2:12]2)[C:5]([Cl:26])=[CH:4][N:3]=1.[CH3:27][N:28]([CH3:37])[C:29]1[CH:36]=[CH:35][C:32]([CH:33]=O)=[CH:31][CH:30]=1.[O-]S(S([O-])=O)=O.[Na+].[Na+]>C(O)C>[Cl:26][C:5]1[C:6]([N:11]2[CH2:16][CH2:15][N:14]([CH2:17][C:18]([NH:20][C:21]3[S:22][CH:23]=[CH:24][N:25]=3)=[O:19])[CH2:13][CH2:12]2)=[C:7]2[N:8]=[C:33]([C:32]3[CH:35]=[CH:36][C:29]([N:28]([CH3:37])[CH3:27])=[CH:30][CH:31]=3)[NH:1][C:2]2=[N:3][CH:4]=1 |f:2.3.4|. Reported procedure: To a mixture of 2-[4-(2-Amino-5-chloro-3-nitro-pyridin-4-yl)-piperazin-1-yl]-N-thiazol-2-yl-acetamide (0.040 g, 0.10 mmol), ethanol (3 ml), and 4-dimethylamino-benzaldehyde (0.019 g, 0.13 mmol) was added a freshly prepared aqueous solution of Na2S2O4 (1M; 0.4 ml, 0.4 mmol). The reaction mixture was heated at 70° C. for 3.5 h, then allowed to cool to room temperature and the solvents were removed in vacuo. The residue was absorbed on silica gel and the free running powder was placed on a 10 g iso... The reactants are O=C([O-])[O-], CCO, Cc1cc2c(s1)Nc1ccccc1N=C2N, Cl, [K+], [K+], O. Product: Cc1cc2c(s1)Nc1ccccc1NC2=O. RXN SMILES: [C:18]([O-:19])(=[O:20])[O-:21].[CH3:25][CH2:26][OH:27].[CH3:2][c:3]1[cH:4][c:5]2[c:11]([s:12]1)[NH:10][c:9]1[c:8]([cH:16][cH:15][cH:14][cH:13]1)[N:7]=[C:6]2[NH2:17].[ClH:1].[K+:22].[K+:23].[OH2:24]>>[CH3:2][c:3]1[cH:4][c:5]2[c:11]([s:12]1)[NH:10][c:9]1[c:8]([cH:16][cH:15][cH:14][cH:13]1)[NH:7][C:6]2=[O:19]. Reactants: C(C=C)N1C(=NC(=C(C1=O)C1=CNC(C=C1)=O)C1=CC(=CC=C1)F)N (3-allyl-2-amino-6-(3-fluorophenyl)-5-(6-oxo-1,6-dihydro-3-pyridinyl)-3,4-dihydro-4-pyrimidinone), C([O-])([O-])=O.[K+].[K+] (potassium carbonate), IC (iodomethane). Solvent: CS(=O)C (dimethyl sulfoxide). Reaction conditions: temperature 50 celsius, time 16 hour. The product is C(C=C)N1C(=NC(=C(C1=O)C1=CN(C(C=C1)=O)C)C1=CC(=CC=C1)F)N (3-allyl-2-amino-6-(3-fluorophenyl)-5-(1-methyl-6-oxo-1,6-dihydro-3-pyridinyl)-3,4-dihydro-4-pyrimidinone). As a reaction SMILES: [CH2:1]([N:4]1[C:9](=[O:10])[C:8]([C:11]2[CH:16]=[CH:15][C:14](=[O:17])[NH:13][CH:12]=2)=[C:7]([C:18]2[CH:23]=[CH:22][CH:21]=[C:20]([F:24])[CH:19]=2)[N:6]=[C:5]1[NH2:25])[CH:2]=[CH2:3].[C:26](=O)([O-])[O-].[K+].[K+].IC>CS(C)=O>[CH2:1]([N:4]1[C:9](=[O:10])[C:8]([C:11]2[CH:16]=[CH:15][C:14](=[O:17])[N:13]([CH3:26])[CH:12]=2)=[C:7]([C:18]2[CH:23]=[CH:22][CH:21]=[C:20]([F:24])[CH:19]=2)[N:6]=[C:5]1[NH2:25])[CH:2]=[CH2:3] |f:1.2.3|. Procedure: To a solution of 3-allyl-2-amino-6-(3-fluorophenyl)-5-(6-oxo-1,6-dihydro-3-pyridinyl)-3,4-dihydro-4-pyrimidinone in dimethyl sulfoxide were added potassium carbonate (2 equivalents) and iodomethane (4 equivalents), followed by stirring at 50° C. for 16 hours. After filtering off the insoluble matters, the filtrate was purified by HPLC, to give the title compound. Starting materials: product, ClC=1C=C2C=C(NC2=CC1Cl)C=1C=CC(=C(C1)N)OC (5-(5,6-dichloro-1H-indol-2-yl)-2-methoxy-phenylamine), C(=O)(O)C=1C=C(C=CC1)N=C=S (3-carboxyphenyl isothiocyanate). The product is ClC=1C=C2C=C(NC2=CC1Cl)C=1C=CC(=C(C1)NC(NC=1C=C(C(=O)O)C=CC1)=S)OC (3-{3-[5-(5,6-Dichloro-1H-indol-2-yl)-2-methoxy-phenyl]-thioureido}-benzoic acid), product. Reaction SMILES: [Cl:1][C:2]1[CH:3]=[C:4]2[C:8](=[CH:9][C:10]=1[Cl:11])[NH:7][C:6]([C:12]1[CH:13]=[CH:14][C:15]([O:19][CH3:20])=[C:16]([NH2:18])[CH:17]=1)=[CH:5]2.[C:21]([C:24]1[CH:25]=[C:26]([N:30]=[C:31]=[S:32])[CH:27]=[CH:28][CH:29]=1)([OH:23])=[O:22]>>[Cl:1][C:2]1[CH:3]=[C:4]2[C:8](=[CH:9][C:10]=1[Cl:11])[NH:7][C:6]([C:12]1[CH:13]=[CH:14][C:15]([O:19][CH3:20])=[C:16]([NH:18][C:31](=[S:32])[NH:30][C:26]3[CH:25]=[C:24]([CH:29]=[CH:28][CH:27]=3)[C:21]([OH:23])=[O:22])[CH:17]=1)=[CH:5]2. Procedure: 3-{3-[5-(5,6-Dichloro-1H-indol-2-yl)-2-methoxy-phenyl]-thioureido}-benzoic acid was prepared from the product of Example 18, Step D, 5-(5,6-dichloro-1H-indol-2-yl)-2-methoxy-phenylamine (0.64 g, 1.72 mmol) and 3-carboxyphenyl isothiocyanate (0.359 g, 2.0 mmol) to give the product as a reddish-tan solid (0.104 g), mp 216-218° C. Starting materials: C(=O)([O-])[O-].[Cs+].[Cs+] (Cs2CO3), TEA, C(C1=CC=CC=C1)(C1=CC=CC=C1)=N (benzophenone imine), BrC=1C=CC2=C(OCCC3C2(CCC2(OCCO2)C3)C=C)C1 (rac-(7aS,11aS)-3-bromo-11a-vinyl-7,7a,8,10,11,11a-hexahydro-6H-spiro[dibenzo[b,d]oxepine-9,2′-[1,3]dioxolane]). Reagents/catalysts: C(C)(=O)[O-].[Pd+2].C(C)(=O)[O-] (palladium(II) acetate), CC1(C2=C(C(=CC=C2)P(C3=CC=CC=C3)C4=CC=CC=C4)OC5=C(C=CC=C51)P(C6=CC=CC=C6)C7=CC=CC=C7)C (Xantphos). Run in O1CCOCC1 (dioxane), CCOC(=O)C (EtOAc). Run at time 15 minute. Yields the product C1(=CC=CC=C1)C(=NC=1C=CC2=C(OCCC3C2(CCC2(OCCO2)C3)C=C)C1)C1=CC=CC=C1 (rac-(7aR,11aR)—N-(diphenylmethylene)-11a-vinyl-7,7a,8,10,11,11a-hexahydro-6H-spiro[dibenzo[b,d]oxepine-9,2′-[1,3]dioxolan]-3-amine). The yield is 77.9%. As a reaction SMILES: C([O-])([O-])=O.[Cs+].[Cs+].[C:7](=[NH:20])([C:14]1[CH:19]=[CH:18][CH:17]=[CH:16][CH:15]=1)[C:8]1[CH:13]=[CH:12][CH:11]=[CH:10][CH:9]=1.Br[C:22]1[CH:23]=[CH:24][C:25]2[C:31]3([CH:40]=[CH2:41])[CH2:32][CH2:33][C:34]4([CH2:39][CH:30]3[CH2:29][CH2:28][O:27][C:26]=2[CH:42]=1)[O:38][CH2:37][CH2:36][O:35]4>O1CCOCC1.CCOC(C)=O.C([O-])(=O)C.[Pd+2].C([O-])(=O)C.CC1(C)C2C(=C(P(C3C=CC=CC=3)C3C=CC=CC=3)C=CC=2)OC2C(P(C3C=CC=CC=3)C3C=CC=CC=3)=CC=CC1=2>[C:8]1([C:7]([C:14]2[CH:15]=[CH:16][CH:17]=[CH:18][CH:19]=2)=[N:20][C:22]2[CH:23]=[CH:24][C:25]3[C:31]4([CH:40]=[CH2:41])[CH2:32][CH2:33][C:34]5([CH2:39][CH:30]4[CH2:29][CH2:28][O:27][C:26]=3[CH:42]=2)[O:35][CH2:36][CH2:37][O:38]5)[CH:13]=[CH:12][CH:11]=[CH:10][CH:9]=1 |f:0.1.2,7.8.9|. Reported procedure: A 1 L round-bottom flask equipped with an air cooled reflux condenser outfitted with a nitrogen inlet adapter was charged with palladium(II) acetate (0.441 g, 1.97 mmol), Xantphos (1.71 g, 2.95 mmol), Cs2CO3 (22.4 g, 68.8 mmol), evacuated and filled with nitrogen (three cycles), and then 1,4-dioxane (131 mL) was added followed by an additional three cycles of evacuation and nitrogen backfilling. The suspension was stirred at rt for about 15 min and then TEA (0.41 mL, 3.0 mmol) was added. After a...